This data is from the Open Reaction Database (ORD), a public repository of structured organic reaction records. The task is: describe an organic reaction: reactants, conditions, products, and yield Reactants: heterocyclic group, N-tert-butyloxycarbonyl, formula 4, formula 5, unsubstituted phenyl, O=C1N(C(C2=C(N1)C=C(S2)C2=CC=CC=C2)=O)C2CCN(CC2)C(=O)OC(C)(C)C (tert-butyl 4-(2,4-dioxo-6-phenyl-1,4-dihydrothieno[3,2-d]pyrimidin-3(2H)-yl)piperidine-1-carboxylate), ClCC#N (chloroacetonitrile), C([O-])([O-])=O.[K+].[K+] (potassium carbonate), C([O-])([O-])=O.[Na+].[Na+] (sodium carbonate), C(C)(C)N(CC)C(C)C (diisopropylethylamine). Solvent: C(C)N(CC)CC (triethylamine), CS(=O)C (dimethyl sulfoxide), CN(C=O)C (N,N-dimethylformamide), C(C)#N (acetonitrile), O1CCCC1 (tetrahydrofuran), C(Cl)(Cl)Cl (chloroform). Product: C(#N)CN1C(N(C(C2=C1C=C(S2)C2=CC=CC=C2)=O)C2CCN(CC2)C(=O)OC(C)(C)C)=O (tert-butyl 4-[1-(cyanomethyl)-2,4-dioxo-6-phenyl-1,4-dihydrothieno[3,2-d]pyrimidin-3(2H)-yl]piperidine-1-carboxylate). As a reaction SMILES: [O:1]=[C:2]1[NH:7][C:6]2[CH:8]=[C:9]([C:11]3[CH:16]=[CH:15][CH:14]=[CH:13][CH:12]=3)[S:10][C:5]=2[C:4](=[O:17])[N:3]1[CH:18]1[CH2:23][CH2:22][N:21]([C:24]([O:26][C:27]([CH3:30])([CH3:29])[CH3:28])=[O:25])[CH2:20][CH2:19]1.Cl[CH2:32][C:33]#[N:34].C(=O)([O-])[O-].[K+].[K+].C(=O)([O-])[O-].[Na+].[Na+].C(N(C(C)C)CC)(C)C>C(N(CC)CC)C.CS(C)=O.CN(C)C=O.C(#N)C.O1CCCC1.C(Cl)(Cl)Cl>[C:33]([CH2:32][N:7]1[C:6]2[CH:8]=[C:9]([C:11]3[CH:16]=[CH:15][CH:14]=[CH:13][CH:12]=3)[S:10][C:5]=2[C:4](=[O:17])[N:3]([CH:18]2[CH2:23][CH2:22][N:21]([C:24]([O:26][C:27]([CH3:30])([CH3:29])[CH3:28])=[O:25])[CH2:20][CH2:19]2)[C:2]1=[O:1])#[N:34] |f:2.3.4,5.6.7|. Reported procedure: An alternative method for the preparation of the N-tert-butyloxycarbonyl protected compounds of formula 4, wherein R3 is a tetrazol-5-yl ring substituted by R4, R4 has the above-mentioned meanings and R5 is unsubstituted phenyl is shown in reaction scheme 2. According to reaction scheme 2 the heterocyclic group R3 is not introduced via reaction with a compound of formula 5 as shown in reaction scheme 1, but is build up in a multi-step procedure. In a first step tert-butyl 4-(2,4-dioxo-6-phenyl-1... Starting materials: [Li]c1c(C)cc(C)cc1C, CC1=C(C)C(C)C(c2ccccc2C#N)=C1C, Cc1ccccc1, C1CCOC1, O. Yields the product CC1=C(C)C(C)C(c2ccccc2C(=N)c2c(C)cc(C)cc2C)=C1C. RXN SMILES: [CH3:18][c:19]1[c:20]([Li:27])[c:21]([CH3:26])[cH:22][c:23]([CH3:25])[cH:24]1.[CH3:1][C:2]1=[C:3]([c:10]2[c:11]([C:12]#[N:13])[cH:14][cH:15][cH:16][cH:17]2)[CH:4]([CH3:9])[C:5]([CH3:8])=[C:6]1[CH3:7].[CH3:28][c:29]1[cH:30][cH:31][cH:32][cH:33][cH:34]1.[O:36]1[CH2:37][CH2:38][CH2:39][CH2:40]1.[OH2:35]>>[CH3:1][C:2]1=[C:3]([c:10]2[c:11]([C:12](=[NH:13])[c:20]3[c:19]([CH3:18])[cH:24][c:23]([CH3:25])[cH:22][c:21]3[CH3:26])[cH:14][cH:15][cH:16][cH:17]2)[CH:4]([CH3:9])[C:5]([CH3:8])=[C:6]1[CH3:7].